Task: describe an organic reaction: reactants, conditions, products, and yield. Dataset: the Open Reaction Database (ORD), a public repository of structured organic reaction records Reactants: O=C(c1cnc(Cl)nc1C(F)(F)F)N1CCS(=O)(=O)CC1, Cl[Zn]Cc1cccc(Cl)c1, C1CCOC1, C1CCOC1, O. The product is O=C(c1cnc(Cc2cccc(Cl)c2)nc1C(F)(F)F)N1CCS(=O)(=O)CC1. RXN SMILES: [Cl:1][c:2]1[n:3][cH:4][c:5]([C:12](=[O:13])[N:14]2[CH2:15][CH2:16][S:17](=[O:20])(=[O:21])[CH2:18][CH2:19]2)[c:6]([C:8]([F:9])([F:10])[F:11])[n:7]1.[Cl:32][Zn:33][CH2:34][c:35]1[cH:36][c:37]([Cl:41])[cH:38][cH:39][cH:40]1.[O:22]1[CH2:23][CH2:24][CH2:25][CH2:26]1.[O:27]1[CH2:28][CH2:29][CH2:30][CH2:31]1.[OH2:42]>>[c:2]1([CH2:34][c:35]2[cH:36][c:37]([Cl:41])[cH:38][cH:39][cH:40]2)[n:3][cH:4][c:5]([C:12](=[O:13])[N:14]2[CH2:15][CH2:16][S:17](=[O:20])(=[O:21])[CH2:18][CH2:19]2)[c:6]([C:8]([F:9])([F:10])[F:11])[n:7]1. Reactants: FC(C(=O)NCCC1=C(C=C(C=C1)Cl)I)(F)F (N-trifluoroacetyl-2-iodo-4-chlorophenethylamine), C(=O)([O-])[O-].[K+].[K+] (K2CO3), [OH-].[K+] (KOH), C(C=C)Br (allyl bromide), Cl (HCl). Reagents/catalysts: [N+](CCCC)(CCCC)(CCCC)CCCC.[Br-] (n-Bu4NBr). Solvent: C1(=CC=CC=C1)C (toluene). Conditions: time 3.5 hour. Yields the product C(C=C)N(C(C(F)(F)F)=O)CCC1=C(C=C(C=C1)Cl)I (N-Allyl,N-trifluoroacetyl-2-iodo-4-chlorophenethylamine). Isolated yield 75.8%. As a reaction SMILES: [F:1][C:2]([F:17])([F:16])[C:3]([NH:5][CH2:6][CH2:7][C:8]1[CH:13]=[CH:12][C:11]([Cl:14])=[CH:10][C:9]=1[I:15])=[O:4].C([O-])([O-])=O.[K+].[K+].[OH-].[K+].[CH2:26](Br)[CH:27]=[CH2:28].Cl>C1(C)C=CC=CC=1.[N+](CCCC)(CCCC)(CCCC)CCCC.[Br-]>[CH2:28]([N:5]([CH2:6][CH2:7][C:8]1[CH:13]=[CH:12][C:11]([Cl:14])=[CH:10][C:9]=1[I:15])[C:3](=[O:4])[C:2]([F:16])([F:1])[F:17])[CH:27]=[CH2:26] |f:1.2.3,4.5,9.10|. Reported procedure: A solution of N-trifluoroacetyl-2-iodo-4-chlorophenethylamine (0.94 g, 2.4 mmol) in toluene (25 mL) was treated with K2CO3 (0.43 g, 3.12 mmol), KOH (0.40 g, 7.2 mmol), n-Bu4NBr (0.077 g, 0.24 mmol) and allyl bromide (0.43 g, 3.6 mmol) sequentially. The mixture was stirred at 80 C for 3.5 hours, cooled to 20 C and acidified with 10% aqueous HCl. The phases were separated, the aqueous phase extracted with ether (100 mL), the combined organic phases were washed with brine (50 mL), dried with Na2SO4... The product is Cc1ccc(Cc2cnc(NCCCCc3cc(CN(C)C)ccn3)[nH]c2=O)cn1. As a reaction SMILES: [CH3:1][N:2]([CH3:3])[CH2:4][c:5]1[cH:6][c:7]([CH2:11][CH2:12][CH2:13][CH2:14][NH2:15])[n:8][cH:9][cH:10]1.[N+:16]([NH:17][c:20]1[n:21][cH:22][c:23]([CH2:27][c:28]2[cH:29][n:30][c:31]([CH3:34])[cH:32][cH:33]2)[c:24](=[O:26])[nH:25]1)([O-:18])=[O:19].[cH:35]1[cH:36][cH:37][n:38][cH:39][cH:40]1>>[CH3:1][N:2]([CH3:3])[CH2:4][c:5]1[cH:6][c:7]([CH2:11][CH2:12][CH2:13][CH2:14][NH:15][c:20]2[n:21][cH:22][c:23]([CH2:27][c:28]3[cH:29][n:30][c:31]([CH3:34])[cH:32][cH:33]3)[c:24](=[O:26])[nH:25]2)[n:8][cH:9][cH:10]1. Reactants: CN(C)Cc1ccnc(CCCCN)c1, Cc1ccc(Cc2cnc(N[N+](=O)[O-])[nH]c2=O)cn1, c1ccncc1. The reactants are Cl.NO (Hydroxylamine hydrochloride), C(=O)(O)[O-].[Na+] (NaHCO3), ClC1=C(C(=CC(=C1)C#N)C)NS(=O)(=O)C (N-(2-chloro-4-cyano-6-methyl-phenyl)-methanesulfonamide). Solvent: CO (methanol). Conditions: temperature 65 celsius, time 18 hour. Yields the product ClC=1C=C(C(=N)NO)C=C(C1NS(=O)(=O)C)C (3-Chloro-N-hydroxy-4-methanesulfonylamino-5-methyl-benzamidine). The yield is 99.0%. RXN SMILES: Cl.[NH2:2][OH:3].C([O-])(O)=O.[Na+].[Cl:9][C:10]1[CH:15]=[C:14]([C:16]#[N:17])[CH:13]=[C:12]([CH3:18])[C:11]=1[NH:19][S:20]([CH3:23])(=[O:22])=[O:21]>CO>[Cl:9][C:10]1[CH:15]=[C:14]([CH:13]=[C:12]([CH3:18])[C:11]=1[NH:19][S:20]([CH3:23])(=[O:22])=[O:21])[C:16]([NH:2][OH:3])=[NH:17] |f:0.1,2.3|. Reported procedure: Hydroxylamine hydrochloride (60 mg, 858 μmol) and NaHCO3 (72 mg, 858 μmol) is added to a solution of N-(2-chloro-4-cyano-6-methyl-phenyl)-methanesulfonamide (105 mg, 429 μmol) in methanol (10 mL). The mixture is stirred at 65° C. for 18 h. The solvent is removed in vacuo and the residue is dissolved in a small volume of water (2 mL) and extracted three times with EA (15 mL). The combined org. extracts are dried over MgSO4, filtered, concentrated and dried to give the title compound (118 mg) as a... The reactants are P(Br)(Br)Br (phosphorus tribromide), aqueous solution, Br (hydrogen bromide), C(CCCC)[C@@H]1CC[C@H](CC1)O (trans-4-pentylcyclohexanol). The solvent is O (water). Run at time 1 hour. Yields the product C(CCCC)[C@@H]1CC[C@H](CC1)Br (trans-4-pentylcyclohexyl bromide). RXN SMILES: P(Br)(Br)Br.[BrH:5].[CH2:6]([C@H:11]1[CH2:16][CH2:15][C@H:14](O)[CH2:13][CH2:12]1)[CH2:7][CH2:8][CH2:9][CH3:10]>O>[CH2:6]([C@H:11]1[CH2:16][CH2:15][C@H:14]([Br:5])[CH2:13][CH2:12]1)[CH2:7][CH2:8][CH2:9][CH3:10]. Reported procedure: To a mixture of 104 g of phosphorus tribromide and 5 drops of a 48% aqueous solution of hydrogen bromide, 138 g of trans-4-pentylcyclohexanol were added dropwise under stirring while the temperature was controlled below 10° C. After the completion of the dropwise addition, the reaction mixture was reacted for one hour at the same temperature and then at room temperature for additional 1 hour. After the completion of the reaction, the reaction mixture was added with 200 ml of water, followed by e... Starting materials: COc1ccc2ccccc2c1 (substrate), Cc1cc(C)c([Li])c(C)c1 (effective_coupling_partner). The reagents and catalysts are SIMes. Run at temperature 25 celsius, time 12 hour. Yields the product Cc3cc(C)c(c2ccc1ccccc1c2)c(C)c3. Reactants: C1CCOC1, CN(C)CCN(C)C, CN(C)CCOc1cccc(N(C)C)c1, [Li]CCCC, CN(C)C=O, O. Yields the product CN(C)CCOc1cccc(N(C)C)c1C=O. Reaction SMILES: [CH2:34]1[O:35][CH2:36][CH2:37][CH2:38]1.[CH3:16][N:17]([CH3:18])[CH2:19][CH2:20][N:21]([CH3:22])[CH3:23].[CH3:1][N:2]([CH2:3][CH2:4][O:5][c:6]1[cH:7][c:8]([N:9]([CH3:10])[CH3:11])[cH:12][cH:13][cH:14]1)[CH3:15].[CH3:24][CH2:25][CH2:26][CH2:27][Li:28].[O:29]=[CH:30][N:31]([CH3:32])[CH3:33].[OH2:39]>>[CH3:1][N:2]([CH2:3][CH2:4][O:5][c:6]1[c:7]([CH:30]=[O:29])[c:8]([N:9]([CH3:10])[CH3:11])[cH:12][cH:13][cH:14]1)[CH3:15]. The reactants are N#Cc1ccc(N=C=S)cc1, C1CCOC1, CC(C)(C)N. The product is CC(C)(C)NC(=S)Nc1ccc(C#N)cc1. RXN SMILES: [C:1](#[N:2])[c:3]1[cH:4][cH:5][c:6]([N:9]=[C:10]=[S:11])[cH:7][cH:8]1.[CH2:17]1[O:18][CH2:19][CH2:20][CH2:21]1.[CH3:12][C:13]([CH3:14])([CH3:15])[NH2:16]>>[C:1](#[N:2])[c:3]1[cH:4][cH:5][c:6]([NH:9][C:10](=[S:11])[NH:16][C:13]([CH3:12])([CH3:14])[CH3:15])[cH:7][cH:8]1. The reactants are C(C)(C)(C)OC(=O)N1CC(CC1)CNC=1C=2N(C=CC1)N=C(N2)Cl (3-[(2-chloro-[1,2,4]triazolo[1,5-a]pyridin-8-ylamino)-methyl]-pyrrolidine-1-carboxylic acid tert-butyl ester), CN1CCN(CC1)C1=CC=C(C=C1)N (4-(4-methyl-piperazin-1-yl)-phenylamine), C1(CCCCC1)P(C1=C(C=CC=C1)C1=C(C=CC=C1)P(C1CCCCC1)C1CCCCC1)C1CCCCC1 (2,2′-bis-dicyclohexylphosphanyl-biphenyl). Yields the product C(C)(C)(C)OC(=O)N1CC(CC1)CNC=1C=2N(C=CC1)N=C(N2)NC2=CC=C(C=C2)N2CCN(CC2)C (3-({2-[4-(4-Methyl-piperazin-1-yl)-phenylamino]-[1,2,4]triazolo[1,5-a]pyridin-8-ylamino}-methyl)-pyrrolidine-1-carboxylic acid tert-butyl ester), foam. The yield is 39.0%. RXN SMILES: [C:1]([O:5][C:6]([N:8]1[CH2:12][CH2:11][CH:10]([CH2:13][NH:14][C:15]2[C:16]3[N:17]([N:21]=[C:22](Cl)[N:23]=3)[CH:18]=[CH:19][CH:20]=2)[CH2:9]1)=[O:7])([CH3:4])([CH3:3])[CH3:2].[CH3:25][N:26]1[CH2:31][CH2:30][N:29]([C:32]2[CH:37]=[CH:36][C:35]([NH2:38])=[CH:34][CH:33]=2)[CH2:28][CH2:27]1.C1(P(C2CCCCC2)C2C=CC=CC=2C2C=CC=CC=2P(C2CCCCC2)C2CCCCC2)CCCCC1>>[C:1]([O:5][C:6]([N:8]1[CH2:12][CH2:11][CH:10]([CH2:13][NH:14][C:15]2[C:16]3[N:17]([N:21]=[C:22]([NH:38][C:35]4[CH:34]=[CH:33][C:32]([N:29]5[CH2:28][CH2:27][N:26]([CH3:25])[CH2:31][CH2:30]5)=[CH:37][CH:36]=4)[N:23]=3)[CH:18]=[CH:19][CH:20]=2)[CH2:9]1)=[O:7])([CH3:4])([CH3:3])[CH3:2]. Procedure: 163 b) 3-({2-[4-(4-Methyl-piperazin-1-yl)-phenylamino]-[1,2,4]triazolo[1,5-a]pyridin-8-ylamino}-methyl)-pyrrolidine-1-carboxylic acid tert-butyl ester was prepared from 3-[(2-chloro-[1,2,4]triazolo[1,5-a]pyridin-8-ylamino)-methyl]-pyrrolidine-1-carboxylic acid tert-butyl ester (500.0 mg, 1.421 mmol) and 4-(4-methyl-piperazin-1-yl)-phenylamine (300.0 mg, 1.568 mmol) with 2,2′-bis-dicyclohexylphosphanyl-biphenyl (78.0 mg, 0.143 mmol) as the ligand in a manner analogous to Example 2d. Product isola...